Dataset: the Open Reaction Database (ORD), a public repository of structured organic reaction records. Task: describe an organic reaction: reactants, conditions, products, and yield Reactants: F\C(\C(=O)[O-])=C(/C(OC)OC)\C (Z-2-fluoro-4,4-dimethoxy-3-methyl-2-butenoate), [H-].C(C(C)C)[Al+]CC(C)C (di-isobutyl aluminum hydride), triethyl phosphono fluoroacetate, COC(C=O)OC (glyoxal dimethyl acetal). Product: 6-fluoro octatrienoate, F\C(\C=O)=C(/C(OC)OC)\C (Z-2-fluoro-3-methyl-4,4-dimethoxy-2-buten-1-al). RXN SMILES: COC(OC)C=O.[F:8]/[C:9](=[C:13](/[CH3:19])\[CH:14]([O:17][CH3:18])[O:15][CH3:16])/[C:10]([O-])=[O:11].[H-].C([Al+]CC(C)C)C(C)C>>[F:8]/[C:9](=[C:13](/[CH3:19])\[CH:14]([O:15][CH3:16])[O:17][CH3:18])/[CH:10]=[O:11] |f:2.3|. Reported procedure: The 6-fluoro octatrienoate is prepared by reacting triethyl phosphono fluoroacetate with glyoxal dimethyl acetal and the resulting reaction product, a mixture of ethyl E and Z-2-fluoro-4,4-dimethoxy-3-methyl-2-butenoate, is reduced with di-isobutyl aluminum hydride in the cold to form Z-2-fluoro-3-methyl-4,4-dimethoxy-2-buten-1-al. The latter compound is then reacted via a Horner reaction with a compound of the formula ##STR38## or via a Wittig reaction with ##STR39## wherein X is halogen, to fo... Starting materials: BrC=1N=C(C(=NC1CC)N[C@H]1[C@H](CC2=CC=CC=C12)O)CC ((1R,2S)-1-[(5-bromo-3,6-diethylpyrazin-2-yl)amino]-2,3-dihydro-1H-inden-2-ol), C(C)C=1C(=NC(=CN1)CC)N[C@H]1[C@H](CCC2=C1C=CS2)CCC (3,6-diethyl-N-[Cis-5-propyl-4,5,6,7-tetrahydro-1-benzothien-4-yl]pyrazin-2-amine). Product: BrC=1N=C(C(=NC1CC)N[C@H]1[C@H](CCC2=C1C=CS2)CCC)CC (5-bromo-3,6-diethyl-N-[Cis-5-propyl-4,5,6,7-tetrahydro-1-benzothien-4-yl]pyrazin-2-amine). Reaction SMILES: [Br:1]C1N=C(CC)C(N[C@@H]2C3C(=CC=CC=3)C[C@@H]2O)=NC=1CC.[CH2:23]([C:25]1[C:26]([NH:33][C@@H:34]2[C:39]3[CH:40]=[CH:41][S:42][C:38]=3[CH2:37][CH2:36][C@@H:35]2[CH2:43][CH2:44][CH3:45])=[N:27][C:28]([CH2:31][CH3:32])=[CH:29][N:30]=1)[CH3:24]>>[Br:1][C:29]1[N:30]=[C:25]([CH2:23][CH3:24])[C:26]([NH:33][C@@H:34]2[C:39]3[CH:40]=[CH:41][S:42][C:38]=3[CH2:37][CH2:36][C@@H:35]2[CH2:43][CH2:44][CH3:45])=[N:27][C:28]=1[CH2:31][CH3:32]. Reported procedure: Following the procedure for the preparation of (1R,2S)-1-[(5-bromo-3,6-diethylpyrazin-2-yl)amino]-2,3-dihydro-1H-inden-2-ol but substituting 3,6-diethyl-N-[Cis-5-propyl-4,5,6,7-tetrahydro-1-benzothien-4-yl]pyrazin-2-amine and making non-critical variations provided the title compound as a oil: 1H NMR (300 MHz, CDCl3) δ) 7.06, 6.88, 5.61, 4.28, 2.97-2.80, 2.54, 2.05-1.92, 1.74, 1.49-1.21, 0.87; HRMS (FAB) calcd for C19H26BrN3S+H 408.1109, found 408.1108.